describe an organic reaction: reactants, conditions, products, and yield From a dataset of the Open Reaction Database (ORD), a public repository of structured organic reaction records. The reactants are ClC1=CC(=CC=C1)C(=O)OO (m-chloroperbenzoic acid), C([O-])(O)=O.[Na+] (sodiumbicarbonate), Br[C@H]1[C@@H](C=2C=NC=CC2OC1(C)C)O (trans-3-bromo-3,4-dihydro-4-hydroxy-2,2-dimethyl-2H-pyrano[3,2-c]pyridin). Run in C(Cl)(Cl)Cl (chloroform), C(Cl)(Cl)Cl (chloroform). Product: Br[C@H]1[C@@H](C=2C=[N+](C=CC2OC1(C)C)[O-])O (trans-3-bromo-3,4-dihydro-4-hydroxy-2,2-dimethyl-6-oxido-2H-pyrano-[3,2-c]pyridine). As a reaction SMILES: ClC1C=CC=C(C(OO)=[O:9])C=1.C(=O)(O)[O-].[Na+].[Br:17][C@@H:18]1[C:27]([CH3:29])([CH3:28])[O:26][C:25]2[CH:24]=[CH:23][N:22]=[CH:21][C:20]=2[C@H:19]1[OH:30]>C(Cl)(Cl)Cl>[Br:17][C@@H:18]1[C:27]([CH3:28])([CH3:29])[O:26][C:25]2[CH:24]=[CH:23][N+:22]([O-:9])=[CH:21][C:20]=2[C@H:19]1[OH:30] |f:1.2|. Procedure: To a white suspension of 7,9 mg of m-chloroperbenzoic acid and 4,4 g of dry sodiumbicarbonate in 90 ml of abs. chloroform a solution of 6,7 g of trans-3-bromo-3,4-dihydro-4-hydroxy-2,2-dimethyl-2H-pyrano[3,2-c]pyridin in 70 ml of chloroform is dropwise added under argon. After 2 hours the suspension is concentrated to dryness, the residue taken up in dichloromethane/methanol and filtrated to a clean filtrate. Concentration of the filtrate and purification by chromatography (silica gel, dichlorom... Starting materials: C(C)(=O)OCC(C(=O)O)(C(C1=CC=CC=C1)C=1C=C2C=NN(C2=CC1)C1=CC=C(C=C1)F)C (2-(acetoxymethyl)-3-(1-(4-fluorophenyl)-1H-indazol-5-yl)-2-methyl-3-phenylpropanoic acid), S1C(=NN=C1)N (1,3,4-thiadiazol-2-amine). The product is C(C)(=O)OCC(C(=O)NC=1SC=NN1)(C)C(C1=CC=CC=C1)C=1C=C2C=NN(C2=CC1)C1=CC=C(C=C1)F (3-(1,3,4-Thiadiazol-2-ylamino)-2-((1-(4-fluorophenyl)-1H-indazol-5-yl)(phenyl)methyl)-2-methyl-3-oxopropyl acetate). The yield is 39.0%. Reaction SMILES: [C:1]([O:4][CH2:5][C:6]([CH3:33])([CH:10]([C:17]1[CH:18]=[C:19]2[C:23](=[CH:24][CH:25]=1)[N:22]([C:26]1[CH:31]=[CH:30][C:29]([F:32])=[CH:28][CH:27]=1)[N:21]=[CH:20]2)[C:11]1[CH:16]=[CH:15][CH:14]=[CH:13][CH:12]=1)[C:7]([OH:9])=O)(=[O:3])[CH3:2].[S:34]1[CH:38]=[N:37][N:36]=[C:35]1[NH2:39]>>[C:1]([O:4][CH2:5][C:6]([CH:10]([C:17]1[CH:18]=[C:19]2[C:23](=[CH:24][CH:25]=1)[N:22]([C:26]1[CH:27]=[CH:28][C:29]([F:32])=[CH:30][CH:31]=1)[N:21]=[CH:20]2)[C:11]1[CH:12]=[CH:13][CH:14]=[CH:15][CH:16]=1)([CH3:33])[C:7]([NH:39][C:35]1[S:34][CH:38]=[N:37][N:36]=1)=[O:9])(=[O:3])[CH3:2]. Reported procedure: Example 154 was prepared from 2-(acetoxymethyl)-3-(1-(4-fluorophenyl)-1H-indazol-5-yl)-2-methyl-3-phenylpropanoic acid (75 mg, 0.168 mmol) and 1,3,4-thiadiazol-2-amine using General Coupling Method B to give 35 mg (39% yield). MS found: (M+H)+=530. Reactants: C(C1=CC=CC=C1)N([C@@H]1[C@@H](CN(CC1)C(=O)OC(C)(C)C)OCC(C)(F)F)C(=O)OCC1=CC=CC=C1 (tert-Butyl cis(±)-4-{benzyl[(benzyloxy)carbonyl]amino}-3-(2,2-difluoropropoxy)piperidine-1-carboxylate), C(=O)[O-].[NH4+] (ammonium formate). The reagents and catalysts are [Pd] (Pd/C). Run in CO (methanol). Product: N[C@@H]1[C@@H](CN(CC1)C(=O)OC(C)(C)C)OCC(C)(F)F (tert-Butyl cis(±)-4-amino-3-(2,2-difluoropropoxy)piperidine-1-carboxylate). Yield: 93.8%. As a reaction SMILES: C([N:8](C(OCC1C=CC=CC=1)=O)[C@H:9]1[CH2:14][CH2:13][N:12]([C:15]([O:17][C:18]([CH3:21])([CH3:20])[CH3:19])=[O:16])[CH2:11][C@H:10]1[O:22][CH2:23][C:24]([F:27])([F:26])[CH3:25])C1C=CC=CC=1.C([O-])=O.[NH4+]>[Pd].CO>[NH2:8][C@H:9]1[CH2:14][CH2:13][N:12]([C:15]([O:17][C:18]([CH3:19])([CH3:20])[CH3:21])=[O:16])[CH2:11][C@H:10]1[O:22][CH2:23][C:24]([F:27])([F:26])[CH3:25] |f:1.2|. Procedure: The same operation as in Example (90d) was performed using tert-butyl cis(±)-4-{benzyl[(benzyloxy)carbonyl]amino}-3-(2,2-difluoropropoxy)piperidine-1-carboxylate obtained in Example (128c) (1.31 g, 2.5 mmol), 10% Pd/C (wet, 0.4 g), ammonium formate (0.95 g, 15 mmol) and methanol (20 mL), to obtain 0.69 g of the title compound as a colorless oily substance (64%).